Dataset: the Open Reaction Database (ORD), a public repository of structured organic reaction records. Task: describe an organic reaction: reactants, conditions, products, and yield Reactants: CCOC(=O)CC(C)(C)CCBr, C[O-], CO, [Na+], CN(C)C=O, O, NS(=O)(=O)c1ccccc1. The product is CCOC(=O)CC(C)(C)CCNS(=O)(=O)c1ccccc1. RXN SMILES: [Br:19][CH2:20][CH2:21][C:22]([CH2:23][C:24](=[O:25])[O:26][CH2:27][CH3:28])([CH3:29])[CH3:30].[CH3:11][O-:12].[CH3:31][OH:32].[Na+:13].[O:14]=[CH:15][N:16]([CH3:17])[CH3:18].[OH2:33].[c:1]1([S:7](=[O:8])(=[O:9])[NH2:10])[cH:2][cH:3][cH:4][cH:5][cH:6]1>>[c:1]1([S:7](=[O:8])(=[O:9])[NH:10][CH2:20][CH2:21][C:22]([CH2:23][C:24](=[O:25])[O:26][CH2:27][CH3:28])([CH3:29])[CH3:30])[cH:2][cH:3][cH:4][cH:5][cH:6]1. Starting materials: CNCCNC (N,N′-dimethylethylenediamine), BrC1=CC(=C(C(=O)N2CC(N(CC2)C2=C(C=C(C=C2)C)C)=O)C=C1)S(=O)(=O)C (4-(4-bromo-2-methanesulfonylbenzoyl)-1-(2,4-dimethylphenyl)piperazin-2-one), O1C(NCC1)=O (oxazolidin-2-one), C([O-])([O-])=O.[K+].[K+] (potassium carbonate). The reagents and catalysts are [Cu]I (copper (I) iodide). Run in C1(=CC=CC=C1)C (toluene), O (water). Product: CC1=C(C=CC(=C1)C)N1C(CN(CC1)C(=O)C1=C(C=C(C=C1)N1C(OCC1)=O)S(=O)(=O)C)=O (3-{4-[4-(2,4-dimethylphenyl)-3-oxopiperazine-1-carbonyl]-3-methanesulfonylphenyl}oxazolidin-2-one). Isolated yield 63.9%. As a reaction SMILES: Br[C:2]1[CH:24]=[CH:23][C:5]([C:6]([N:8]2[CH2:13][CH2:12][N:11]([C:14]3[CH:19]=[CH:18][C:17]([CH3:20])=[CH:16][C:15]=3[CH3:21])[C:10](=[O:22])[CH2:9]2)=[O:7])=[C:4]([S:25]([CH3:28])(=[O:27])=[O:26])[CH:3]=1.[O:29]1[CH2:33][CH2:32][NH:31][C:30]1=[O:34].C(=O)([O-])[O-].[K+].[K+].CNCCNC>[Cu]I.O.C1(C)C=CC=CC=1>[CH3:21][C:15]1[CH:16]=[C:17]([CH3:20])[CH:18]=[CH:19][C:14]=1[N:11]1[CH2:12][CH2:13][N:8]([C:6]([C:5]2[CH:23]=[CH:24][C:2]([N:31]3[CH2:32][CH2:33][O:29][C:30]3=[O:34])=[CH:3][C:4]=2[S:25]([CH3:28])(=[O:27])=[O:26])=[O:7])[CH2:9][C:10]1=[O:22] |f:2.3.4|. Procedure: To a mixture of 4-(4-bromo-2-methanesulfonylbenzoyl)-1-(2,4-dimethylphenyl)piperazin-2-one (931 mg), oxazolidin-2-one (209 mg), potassium carbonate (849 mg) and copper (I) iodide (76 mg) were added toluene (2 mL) and N,N′-dimethylethylenediamine (90 μL), and the mixture was refluxed for 8 hr. After cooling, water was added to the reaction mixture, and the mixture was extracted with chloroform. The organic layer was washed with saturated brine, and the solvent was evaporated. The residue was puri... The reactants are Mo, C(C(CCl)OC(=O)N)Cl (ethoxylated castor oil), C(\C=C/C(=O)OCCCCCCCCCCCCC)(=O)OCCCCCCCCCCCCC (ditridecyl maleate), C(C)(C)(C)OOC1(CCCCC1)OOC(C)(C)C (1,1-bis(t-butylperoxy)cyclohexane). Run in resin. Run at temperature 110 celsius. Product: C(C(CCl)OC(=O)N)Cl.C(\C=C/C(=O)OCCCCCCCCCCCCC)(=O)OCCCCCCCCCCCCC (Ethoxylated Castor Oil Ditridecyl Maleate). As a reaction SMILES: [CH2:1]([Cl:9])[CH:2]([O:5][C:6]([NH2:8])=[O:7])[CH2:3][Cl:4].[C:10]([O:30][CH2:31][CH2:32][CH2:33][CH2:34][CH2:35][CH2:36][CH2:37][CH2:38][CH2:39][CH2:40][CH2:41][CH2:42][CH3:43])(=[O:29])/[CH:11]=[CH:12]\[C:13]([O:15][CH2:16][CH2:17][CH2:18][CH2:19][CH2:20][CH2:21][CH2:22][CH2:23][CH2:24][CH2:25][CH2:26][CH2:27][CH3:28])=[O:14].C(OOC1(OOC(C)(C)C)CCCCC1)(C)(C)C>>[CH2:1]([Cl:9])[CH:2]([O:5][C:6]([NH2:8])=[O:7])[CH2:3][Cl:4].[C:13]([O:15][CH2:16][CH2:17][CH2:18][CH2:19][CH2:20][CH2:21][CH2:22][CH2:23][CH2:24][CH2:25][CH2:26][CH2:27][CH3:28])(=[O:14])/[CH:12]=[CH:11]\[C:10]([O:30][CH2:31][CH2:32][CH2:33][CH2:34][CH2:35][CH2:36][CH2:37][CH2:38][CH2:39][CH2:40][CH2:41][CH2:42][CH3:43])=[O:29] |f:3.4|. Procedure details: To a 500 ml resin kettle equipped with an overhead stirrer and containing 200 g of Flo Mo 36 C (ethoxylated castor oil) were added 50 g ditridecyl maleate and 6 g 1,1-bis(t-butylperoxy)cyclohexane (available from Witco Chemical Company under the tradename USP-400P). The mixture was then heated to 110° C. for 4 hours under nitrogen to yield a viscous liquid surfactant of the invention (Surfactant No. 54).